Dataset: the Open Reaction Database (ORD), a public repository of structured organic reaction records. Task: describe an organic reaction: reactants, conditions, products, and yield The reactants are C(C1=CC=CC=C1)OC(CC1(CC(=O)O)OCCO1)=O (3,3-(ethylenedioxy)glutaric acid mono benzyl ester), C1(=CC=CC=C1)P(C1=CC=CC=C1)C1=CC=CC=C1 (triphenylphosphine), acid chloride, acid chloride, C(C(=O)Cl)(=O)Cl (oxalyl chloride). The reagents and catalysts are [BH4-].[Cu+].C1(=CC=CC=C1)P(C1=CC=CC=C1)C1=CC=CC=C1.C1(=CC=CC=C1)P(C1=CC=CC=C1)C1=CC=CC=C1 (bis(triphenylphosphine) copper (I) tetrahydroborate). Solvent: CC(=O)C (acetone), C1=CC=CC=C1 (benzene). The product is C1OC(CC(=O)OCC2=CC=CC=C2)(CC=O)OC1 (benzyl 3,3-(ethylenedioxy)-4-formylbutyrate). The yield is 70.0%. As a reaction SMILES: [CH2:1]([O:8][C:9](=[O:20])[CH2:10][C:11]1([O:19][CH2:18][CH2:17][O:16]1)[CH2:12][C:13](O)=[O:14])[C:2]1[CH:7]=[CH:6][CH:5]=[CH:4][CH:3]=1.C(Cl)(=O)C(Cl)=O.C1(P(C2C=CC=CC=2)C2C=CC=CC=2)C=CC=CC=1>C1C=CC=CC=1.CC(C)=O.[BH4-].[Cu+].C1(P(C2C=CC=CC=2)C2C=CC=CC=2)C=CC=CC=1.C1(P(C2C=CC=CC=2)C2C=CC=CC=2)C=CC=CC=1>[CH2:18]1[CH2:17][O:16][C:11]([CH2:12][CH:13]=[O:14])([CH2:10][C:9]([O:8][CH2:1][C:2]2[CH:7]=[CH:6][CH:5]=[CH:4][CH:3]=2)=[O:20])[O:19]1 |f:5.6.7.8|. Procedure: By following the procedure employed in Preparation 1, E. and F., 3,3-(ethylenedioxy)glutaric acid mono benzyl ester prepared as described above in step A. (2.937 g, 10.48 mmole) was converted to the corresponding acid chloride with oxalyl chloride (3.0 ml, 34.39 mmole) in 30 ml of benzene. The acid chloride was reduced with bis(triphenylphosphine) copper (I) tetrahydroborate (6.32 g, 10.48 mmole) and triphenylphosphine (5.5 g, 20.97 mmole) in 50 ml of acetone. There was obtained 1.930 g, 70% yie...